This data is from the Open Reaction Database (ORD), a public repository of structured organic reaction records. The task is: describe an organic reaction: reactants, conditions, products, and yield The product is CC(C)(C)OC(=O)N1CCN(c2nc(Br)cnc2NCc2ccccc2)CC1Cc1ccccc1. Reactants: BrCc1ccccc1, CC(C)(C)[O-], CCOC(C)=O, [K+], CC(C)(C)OC(=O)N1CCN(c2nc(Br)cnc2N)CC1Cc1ccccc1, C1COCCO1. RXN SMILES: [Br:35][CH2:36][c:37]1[cH:38][cH:39][cH:40][cH:41][cH:42]1.[CH3:29][C:30]([CH3:31])([O-:32])[CH3:33].[CH3:43][CH2:44][O:45][C:46](=[O:47])[CH3:48].[K+:34].[NH2:1][c:2]1[n:3][cH:4][c:5]([Br:28])[n:6][c:7]1[N:8]1[CH2:9][CH:10]([CH2:21][c:22]2[cH:23][cH:24][cH:25][cH:26][cH:27]2)[N:11]([C:14](=[O:15])[O:16][C:17]([CH3:18])([CH3:19])[CH3:20])[CH2:12][CH2:13]1.[O:49]1[CH2:50][CH2:51][O:52][CH2:53][CH2:54]1>>[NH:1]([c:2]1[n:3][cH:4][c:5]([Br:28])[n:6][c:7]1[N:8]1[CH2:9][CH:10]([CH2:21][c:22]2[cH:23][cH:24][cH:25][cH:26][cH:27]2)[N:11]([C:14](=[O:15])[O:16][C:17]([CH3:18])([CH3:19])[CH3:20])[CH2:12][CH2:13]1)[CH2:36][c:37]1[cH:38][cH:39][cH:40][cH:41][cH:42]1. Reported procedure: 3-Isothiocyanatopyridine (2.6 g) is added to a solution of (RS)-3-(2-hydroxyethyl)-1,2,3,4-tetrahydroisoquinoline (3.3 g) in ethanol (40 cc). A white precipitate forms after 5 hours; stirring is continued for 12 hours at a temperature of about 20° C. The crystals which have appeared are filtered off and washed with diethyl ether (2×5 cc). (RS)-3-(2-Hydroxyethyl)-N-(pyrid-3-yl)-1,2,3,4-tetrahydroisoquinoline-2-carbothioamide (4.7 g), melting at 174° C., is thus obtained. Yields the product OCCC1N(CC2=CC=CC=C2C1)C(NC=1C=NC=CC1)=S ((RS)-3-(2-Hydroxyethyl)-N-(pyrid-3-yl)-1,2,3,4-tetrahydroisoquinoline-2-carbothioamide). Conditions: time 5 hour. Reactants: N(=C=S)C=1C=NC=CC1 (3-Isothiocyanatopyridine), OCCC1NCC2=CC=CC=C2C1 ((RS)-3-(2-hydroxyethyl)-1,2,3,4-tetrahydroisoquinoline). Reaction SMILES: [N:1]([C:4]1[CH:5]=[N:6][CH:7]=[CH:8][CH:9]=1)=[C:2]=[S:3].[OH:10][CH2:11][CH2:12][CH:13]1[CH2:22][C:21]2[C:16](=[CH:17][CH:18]=[CH:19][CH:20]=2)[CH2:15][NH:14]1>C(O)C>[OH:10][CH2:11][CH2:12][CH:13]1[CH2:22][C:21]2[C:16](=[CH:17][CH:18]=[CH:19][CH:20]=2)[CH2:15][N:14]1[C:2](=[S:3])[NH:1][C:4]1[CH:5]=[N:6][CH:7]=[CH:8][CH:9]=1. Isolated yield 80.5%. Solvent: C(C)O (ethanol). Starting materials: C(#N)C1=CC2=C(NC(=N2)C(CC(=O)OC)C2=C3C=CNC3=C(C=C2OC)C)C=C1 ((±)-Methyl 3-(5-cyano-1H-benzo[d]imidazol-2-yl)-3-(5-methoxy-7-methyl-1H-indol-4-yl)propanoate), [BH4-].[Na+] (NaBH4). The solvent is CO (MeOH). Run at time 48 hour. Product: OCCC(C1=C2C=CNC2=C(C=C1OC)C)C1=NC2=C(N1)C=CC(=C2)C#N ((±)-2-(3-hydroxy-1-(5-methoxy-7-methyl-1H-indol-4-yl)propyl)-1H-benzo[d]imidazole-5-carbonitrile). Reaction SMILES: [C:1]([C:3]1[CH:29]=[CH:28][C:6]2[NH:7][C:8]([CH:10]([C:16]3[C:24]([O:25][CH3:26])=[CH:23][C:22]([CH3:27])=[C:21]4[C:17]=3[CH:18]=[CH:19][NH:20]4)[CH2:11][C:12](OC)=[O:13])=[N:9][C:5]=2[CH:4]=1)#[N:2].[BH4-].[Na+]>CO>[OH:13][CH2:12][CH2:11][CH:10]([C:8]1[NH:7][C:6]2[CH:28]=[CH:29][C:3]([C:1]#[N:2])=[CH:4][C:5]=2[N:9]=1)[C:16]1[C:24]([O:25][CH3:26])=[CH:23][C:22]([CH3:27])=[C:21]2[C:17]=1[CH:18]=[CH:19][NH:20]2 |f:1.2|. Reported procedure: To a solution of (±)-methyl 3-(5-cyano-1H-benzo[d]imidazol-2-yl)-3-(5-methoxy-7-methyl-1H-indol-4-yl)propanoate (Example 145-C) (50 mg, 0.129 mmol) in MeOH (1.3 mL) was added NaBH4 (121 mg, 3.25 mmol) at 0° C. The reaction mixture was allowed to reach rt and stirred for 48 hrs. The reaction mixture was quenched with water at 0° C. and extracted with EtOAc (2×). The combined organic layers were passed through a phase separator and concentrated and absorbed onto silica to purify via FCC with DCM/M...